Dataset: the Open Reaction Database (ORD), a public repository of structured organic reaction records. Task: describe an organic reaction: reactants, conditions, products, and yield Reactants: CCOC(C)=O, O=C1CN(C(=O)c2ccc(Cl)cc2)Cc2ccccc2N1, ClCc1ccc(Cl)c(Cl)c1, [H-], [Na+], CN(C)C=O. Yields the product O=C(c1ccc(Cl)cc1)N1CC(=O)N(Cc2ccc(Cl)c(Cl)c2)c2ccccc2C1. RXN SMILES: [CH3:34][CH2:35][O:36][C:37](=[O:38])[CH3:39].[Cl:1][c:2]1[cH:3][cH:4][c:5]([C:6](=[O:7])[N:8]2[CH2:9][C:10](=[O:19])[NH:11][c:12]3[c:13]([cH:15][cH:16][cH:17][cH:18]3)[CH2:14]2)[cH:20][cH:21]1.[Cl:24][c:25]1[cH:26][c:27]([CH2:28][Cl:29])[cH:30][cH:31][c:32]1[Cl:33].[H-:22].[Na+:23].[O:40]=[CH:41][N:42]([CH3:43])[CH3:44]>>[Cl:1][c:2]1[cH:3][cH:4][c:5]([C:6](=[O:7])[N:8]2[CH2:9][C:10](=[O:19])[N:11]([CH2:28][c:27]3[cH:26][c:25]([Cl:24])[c:32]([Cl:33])[cH:31][cH:30]3)[c:12]3[c:13]([cH:15][cH:16][cH:17][cH:18]3)[CH2:14]2)[cH:20][cH:21]1.